This data is from the Open Reaction Database (ORD), a public repository of structured organic reaction records. The task is: describe an organic reaction: reactants, conditions, products, and yield Reactants: ClC1=NC(=NC(=C1)Cl)C1=CC=CC=C1 (4,6-dichloro-2-phenylpyrimidine), CN1CCNCC1 (N-methylpiperazine). The solvent is O (water). The product is ClC1=NC(=NC(=C1)N1CCN(CC1)C)C1=CC=CC=C1 (4-chloro-6-(4-methyl-1-piperazinyl)-2-phenylpyrimidine). RXN SMILES: Cl[C:2]1[CH:7]=[C:6]([Cl:8])[N:5]=[C:4]([C:9]2[CH:14]=[CH:13][CH:12]=[CH:11][CH:10]=2)[N:3]=1.[CH3:15][N:16]1[CH2:21][CH2:20][NH:19][CH2:18][CH2:17]1>O>[Cl:8][C:6]1[CH:7]=[C:2]([N:19]2[CH2:20][CH2:21][N:16]([CH3:15])[CH2:17][CH2:18]2)[N:3]=[C:4]([C:9]2[CH:14]=[CH:13][CH:12]=[CH:11][CH:10]=2)[N:5]=1. Reported procedure: Two grams of 4,6-dichloro-2-phenylpyrimidine is added in small portions to 10 ml. of N-methylpiperazine with slight warming and stirring. The resulting mixture is heated on a steam bath for several minutes, then poured into 250 ml. of water. The product (2.4 g., m.p. 81°-87°C.) is then recrystallized from n-pentane to afford 4-chloro-6-(4-methyl-1-piperazinyl)-2-phenylpyrimidine, m.p. 91°-92.5°C. Reactants: ClC=1C=C(N)C=CC1Cl (3,4-Dichloroaniline), N1CCNCC1 (piperazine), C(=O)([O-])[O-].[K+].[K+] (K2CO3), N1=CC=CC=C1 (pyridine), ClC1=NC=CC2=C1C=C(S2)S(=O)(=O)Cl (4-chlorothieno[3,2-c]pyridine-2-sulfonyl chloride). The solvent is C(C)#N (acetonitrile), C(C)#N (acetonitrile). Reaction conditions: time 1 hour. Product: Cl.ClC=1C=C(C=CC1Cl)NS(=O)(=O)C1=CC=2C(=NC=CC2S1)N1CCNCC1 (N-(3,4-dichlorophenyl)-4-piperazin-1-ylthieno[3,2-c]pyridine-2-sulfonamide hydrochloride). Isolated yield 2.6%. Reaction SMILES: [Cl:1][C:2]1[CH:3]=[C:4]([CH:6]=[CH:7][C:8]=1[Cl:9])[NH2:5].N1C=CC=CC=1.Cl[C:17]1[C:22]2[CH:23]=[C:24]([S:26](Cl)(=[O:28])=[O:27])[S:25][C:21]=2[CH:20]=[CH:19][N:18]=1.[NH:30]1[CH2:35][CH2:34][NH:33][CH2:32][CH2:31]1.C([O-])([O-])=O.[K+].[K+]>C(#N)C>[ClH:1].[Cl:1][C:2]1[CH:3]=[C:4]([NH:5][S:26]([C:24]2[S:25][C:21]3[CH:20]=[CH:19][N:18]=[C:17]([N:30]4[CH2:35][CH2:34][NH:33][CH2:32][CH2:31]4)[C:22]=3[CH:23]=2)(=[O:28])=[O:27])[CH:6]=[CH:7][C:8]=1[Cl:9] |f:4.5.6,8.9|. Procedure details: 3,4-Dichloroaniline (0.49 mmol), was dissolved in acetonitrile (1 mL) and pyridine (0.440 mL, 4.03 mmol) was added to a solution of 4-chlorothieno[3,2-c]pyridine-2-sulfonyl chloride (0.445 mmol) dissolved in acetonitrile (1 mL). The reaction was shaken for 1 h, controlled with HPLC and the solvent was removed. The crude product was used in the next step without further purification. To the reaction mixture from the previous step, dissolved in DMSO (1 mL), piperazine (15 equiv.) and K2CO3 (1 equi... Reactants: C(#N)C(=CC=1C=NC=CC1)C1=CC=C(C=C1)Br (1-cyano-1-(4-bromophenyl)-2-(pyridin-3-yl)-ethene), [BH4-].[Na+] (NaBH4). The solvent is CO (CH3OH). Conditions: time 20 minute. The product is C(#N)C(CC=1C=NC=CC1)C1=CC=C(C=C1)Br (2-Cyano-2-(4-bromophenyl)-1-(pyridin-3-yl)-ethan). Reaction SMILES: [C:1]([C:3]([C:11]1[CH:16]=[CH:15][C:14]([Br:17])=[CH:13][CH:12]=1)=[CH:4][C:5]1[CH:6]=[N:7][CH:8]=[CH:9][CH:10]=1)#[N:2].[BH4-].[Na+]>CO>[C:1]([CH:3]([C:11]1[CH:12]=[CH:13][C:14]([Br:17])=[CH:15][CH:16]=1)[CH2:4][C:5]1[CH:6]=[N:7][CH:8]=[CH:9][CH:10]=1)#[N:2] |f:1.2|. Procedure: The thus obtained 1-cyano-1-(4-bromophenyl)-2-(pyridin-3-yl)-ethene (m.p. 126°) is dissolved in 800 ml of CH3OH, and then 10 g of NaBH4 are added, with stirring, within 20 minutes at 20°-30°. The mixture is stirred for 12 hours at room temperature and the solvent evaporated at the water jet. The residue is suspended in 1000 ml of water, sucked off, dried and recrystallised in toluene (m.p. 111°).